Dataset: the Open Reaction Database (ORD), a public repository of structured organic reaction records. Task: describe an organic reaction: reactants, conditions, products, and yield The product is CN1C(=O)CCC2(C)C1=CCC1C3CCC(=O)C3(C)CCC12. Reaction SMILES: [CH3:1][C:2]12[C:3](=[O:21])[CH2:4][CH2:5][CH:6]1[CH:7]1[CH2:8][CH2:9][C:10]3=[CH:11][C:12](=[O:20])[CH2:13][CH2:14][C:15]3([CH3:16])[CH:17]1[CH2:18][CH2:19]2.[CH3:23][NH3+:24].[CH3:25][C:26](=[O:27])[OH:28].[CH3:29][CH2:30][O:31][C:32](=[O:33])[CH3:34].[Cl-:22]>>[CH3:1][C:2]12[C:3](=[O:21])[CH2:4][CH2:5][CH:6]1[CH:7]1[CH2:8][CH:9]=[C:10]3[C:15]([CH3:16])([CH2:14][CH2:13][C:12](=[O:20])[N:24]3[CH3:23])[CH:17]1[CH2:18][CH2:19]2. Starting materials: CC12CCC3C(CCC4=CC(=O)CCC43C)C1CCC2=O, C[NH3+], CC(=O)O, CCOC(C)=O, [Cl-].